Dataset: the Open Reaction Database (ORD), a public repository of structured organic reaction records. Task: describe an organic reaction: reactants, conditions, products, and yield Reactants: [Na] (sodium), C(C)O (ethanol), [Na] (sodium), NC1=NC(=C2N=CN(C2=N1)[C@H]1C=C[C@H](C1)CO)Cl ((±)-cis-4-(2-amino-6-chloro-9H-purin-9-yl)-2-cyclopentene-1-methanol). The product is NC1=NC(=C2N=CN(C2=N1)[C@H]1C=C[C@H](C1)CO)OCC ((±)-cis-4-(2-Amino-6-ethoxy-9H-purin-9-yl)-2-cyclopentene-1-methanol). Yield: 67.8%. RXN SMILES: [Na].[NH2:2][C:3]1[N:11]=[C:10]2[C:6]([N:7]=[CH:8][N:9]2[C@@H:12]2[CH2:16][C@H:15]([CH2:17][OH:18])[CH:14]=[CH:13]2)=[C:5](Cl)[N:4]=1.[CH2:20]([OH:22])[CH3:21]>>[NH2:2][C:3]1[N:11]=[C:10]2[C:6]([N:7]=[CH:8][N:9]2[C@@H:12]2[CH2:16][C@H:15]([CH2:17][OH:18])[CH:14]=[CH:13]2)=[C:5]([O:22][CH2:20][CH3:21])[N:4]=1 |^1:0|. Procedure details: A flask was charged with ethanol (33 ml) and sodium (0.172 g, 7.5 mmol). After all of the sodium had dissolved (±)-cis-4-(2-amino-6-chloro-9H-purin-9-yl)-2-cyclopentene-1-methanol (0.40 g, 1.5 mmol) from Example 4 was added and the solution was brought to reflux for 0.5 hours. The solution was allowed to cool to room temperature before neutralization with 1.0 N HC1. The solution was then concentrated and the residue partitioned between chloroform and water. The organic layer was dried with MgSO4...